The task is: describe an organic reaction: reactants, conditions, products, and yield. This data is from the Open Reaction Database (ORD), a public repository of structured organic reaction records. Starting materials: FC1=C(C=CC(=C1)F)C1(OC1)C(C1=CC=C(C=N1)COC1=NC=C(C#N)C=C1)(F)F (6-((6-((2-(2,4-difluorophenyl)oxiran-2-yl)difluoromethyl)pyridin-3-yl)methoxy)nicotinonitrile), N1N=NN=C1 (1H-tetrazole), C(=O)([O-])[O-].[K+].[K+] (K2CO3). Run in ice water, CCOCC (ether), CN(C)C=O (DMF). Reaction conditions: temperature 55 celsius, time 36 hour. The product is FC1=C(C=CC(=C1)F)C(C(F)(F)C1=CC=C(C=N1)COC1=NC=C(C#N)C=C1)(CN1N=NN=C1)O (6-((6-(2-(2,4-difluorophenyl)-1,1-difluoro-2-hydroxy-3-(1H-tetrazol-1-yl)propyl)pyridin-3-yl)methoxy)nicotinonitrile). As a reaction SMILES: [F:1][C:2]1[CH:7]=[C:6]([F:8])[CH:5]=[CH:4][C:3]=1[C:9]1([C:12]([F:30])([F:29])[C:13]2[N:18]=[CH:17][C:16]([CH2:19][O:20][C:21]3[CH:28]=[CH:27][C:24]([C:25]#[N:26])=[CH:23][N:22]=3)=[CH:15][CH:14]=2)[CH2:11][O:10]1.[NH:31]1[CH:35]=[N:34][N:33]=[N:32]1.C([O-])([O-])=O.[K+].[K+]>CN(C=O)C.CCOCC>[F:1][C:2]1[CH:7]=[C:6]([F:8])[CH:5]=[CH:4][C:3]=1[C:9]([OH:10])([CH2:11][N:31]1[CH:35]=[N:34][N:33]=[N:32]1)[C:12]([C:13]1[N:18]=[CH:17][C:16]([CH2:19][O:20][C:21]2[CH:28]=[CH:27][C:24]([C:25]#[N:26])=[CH:23][N:22]=2)=[CH:15][CH:14]=1)([F:29])[F:30] |f:2.3.4|. Reported procedure: To a magnetically stirred mixture of 6-((6-((2-(2,4-difluorophenyl)oxiran-2-yl)difluoromethyl)pyridin-3-yl)methoxy)nicotinonitrile (BZ; 200 mg, 0.482 mmol) and 1H-tetrazole (67.5 mg, 0.963 mmol) in dry DMF (4.815 mL) was added K2CO3 (133 mg, 0.963 mmol) in a dry 25 mL vial under N2 atmosphere. The reaction mixture was stirred at 55° C. for 36 hours, then cooled to RT, and diluted with ice-water and ether. The layers were separated and the aq. layer was extracted again with ether (2×). The combin... Starting materials: acid anhydride, C(C)(C)C=1C=C(NC1C(C)C)C(=O)O (4,5-diisopropylpyrrole-2-carboxylic acid), NC1=CC=C(C(=O)OC)C=C1 (methyl 4-aminobenzoate), Cl.C(C)N=C=NCCCN(C)C (1-ethyl-3-(3-dimethylaminopropyl)carbodiimide hydrochloride). Solvent: ClCCl (dichloromethane). Reaction conditions: time 2 hour. Product: C(C)(C)C=1C=C(NC1C(C)C)C(=O)NC1=CC=C(C(=O)O)C=C1 (4-[(4,5-Diisopropylpyrrole-2-carbonyl)amino]benzoic acid). As a reaction SMILES: [CH:1]([C:4]1[CH:5]=[C:6]([C:12]([OH:14])=O)[NH:7][C:8]=1[CH:9]([CH3:11])[CH3:10])([CH3:3])[CH3:2].[NH2:15][C:16]1[CH:25]=[CH:24][C:19]([C:20]([O:22]C)=[O:21])=[CH:18][CH:17]=1.Cl.C(N=C=NCCCN(C)C)C>ClCCl>[CH:1]([C:4]1[CH:5]=[C:6]([C:12]([NH:15][C:16]2[CH:25]=[CH:24][C:19]([C:20]([OH:22])=[O:21])=[CH:18][CH:17]=2)=[O:14])[NH:7][C:8]=1[CH:9]([CH3:10])[CH3:11])([CH3:2])[CH3:3] |f:2.3|. Procedure: A solution of 4,5-diisopropylpyrrole-2-carboxylic acid (78 mg, 0.400 mmol) and methyl 4-aminobenzoate (181 mg, 1.20 mmol) in dichloromethane (5 ml) was added with 1-ethyl-3-(3-dimethylaminopropyl)carbodiimide hydrochloride (192 mg, 1.00 mmol) under an argon atmosphere, and the mixture was stirred at room temperature for 2 hours. The reaction mixture was treated in a conventional manner, and then the resultant was purified by silica gel chromatography (0.5% methanol-chloroform) to obtain the desi... Reactants: CCCCO, CS(C)=O, CO, C[N+](=O)[O-], O=CC(O)C(O)C(O)C(O)CO. The product is O=[N+]([O-])CC1OC(CO)C(O)C(O)C1O. RXN SMILES: [CH2:17]([OH:18])[CH2:19][CH2:20][CH3:21].[CH3:22][S:23](=[O:24])[CH3:25].[CH3:26][OH:27].[N+:13](=[O:14])([O-:15])[CH3:16].[O:1]=[CH:2][CH:3]([OH:4])[CH:5]([OH:6])[CH:7]([OH:8])[CH:9]([OH:10])[CH2:11][OH:12]>>[CH:2]1([CH2:16][N+:13](=[O:14])[O-:15])[CH:3]([OH:4])[CH:5]([OH:6])[CH:7]([OH:8])[CH:9]([CH2:11][OH:12])[O:10]1. Reactants: COc1cccc(C(=O)Cl)c1[Se]Cc1ccccc1, Cl, Nc1ccccc1, c1ccncc1. The product is COc1cccc(C(=O)Nc2ccccc2)c1[Se]Cc1ccccc1. Reaction SMILES: [CH2:1]([c:2]1[cH:3][cH:4][cH:5][cH:6][cH:7]1)[Se:8][c:9]1[c:10]([C:11](=[O:12])[Cl:13])[cH:14][cH:15][cH:16][c:17]1[O:18][CH3:19].[ClH:27].[NH2:20][c:21]1[cH:22][cH:23][cH:24][cH:25][cH:26]1.[cH:28]1[cH:29][cH:30][n:31][cH:32][cH:33]1>>[CH2:1]([c:2]1[cH:3][cH:4][cH:5][cH:6][cH:7]1)[Se:8][c:9]1[c:10]([C:11](=[O:12])[NH:20][c:21]2[cH:22][cH:23][cH:24][cH:25][cH:26]2)[cH:14][cH:15][cH:16][c:17]1[O:18][CH3:19]. Reactants: COc1cc2nc[nH]c(=O)c2cc1OC(C)=O, Nc1ccc(Cl)cc1, CN(C)C=O, O=S(Cl)Cl. The product is COc1cc2ncnc(Nc3ccc(Cl)cc3)c2cc1OC(C)=O. As a reaction SMILES: [C:1]([CH3:2])(=[O:3])[O:4][c:5]1[cH:6][c:7]2[c:8](=[O:17])[nH:9][cH:10][n:11][c:12]2[cH:13][c:14]1[O:15][CH3:16].[NH2:23][c:24]1[cH:25][cH:26][c:27]([Cl:28])[cH:29][cH:30]1.[O:18]=[CH:19][N:20]([CH3:21])[CH3:22].[S:31]([Cl:32])([Cl:33])=[O:34]>>[C:1]([CH3:2])(=[O:3])[O:4][c:5]1[cH:6][c:7]2[c:8]([NH:23][c:24]3[cH:25][cH:26][c:27]([Cl:28])[cH:29][cH:30]3)[n:9][cH:10][n:11][c:12]2[cH:13][c:14]1[O:15][CH3:16]. The reactants are CCOC(=O)c1cc(Br)c(-c2cccc(C#N)c2)o1, O=C([O-])[O-], COCCOC, CC(C)c1cc(C(C)C)c(-c2ccccc2P(C2CCCCC2)C2CCCCC2)c(C(C)C)c1, OB(O)c1cc(F)cc(Cl)c1, [Cs+], [Cs+], CC(=O)[O-], CC(=O)[O-], [Pd+2]. Yields the product CCOC(=O)c1cc(-c2cc(F)cc(Cl)c2)c(-c2cccc(C#N)c2)o1. As a reaction SMILES: [Br:1][c:2]1[cH:3][c:4]([C:15](=[O:16])[O:17][CH2:18][CH3:19])[o:5][c:6]1-[c:7]1[cH:8][c:9]([C:13]#[N:14])[cH:10][cH:11][cH:12]1.[C:31](=[O:32])([O-:33])[O-:34].[CH3:71][O:72][CH2:73][CH2:74][O:75][CH3:76].[CH:37]1([P:38]([CH:39]2[CH2:40][CH2:41][CH2:42][CH2:43][CH2:44]2)[c:45]2[cH:46][cH:47][cH:48][cH:49][c:50]2-[c:51]2[c:52]([CH:53]([CH3:54])[CH3:55])[cH:56][c:57]([CH:58]([CH3:59])[CH3:60])[cH:61][c:62]2[CH:63]([CH3:64])[CH3:65])[CH2:66][CH2:67][CH2:68][CH2:69][CH2:70]1.[Cl:20][c:21]1[cH:22][c:23]([B:28]([OH:29])[OH:30])[cH:24][c:25]([F:27])[cH:26]1.[Cs+:35].[Cs+:36].[O-:78][C:79]([CH3:80])=[O:81].[O-:82][C:83]([CH3:84])=[O:85].[Pd+2:77]>>[c:2]1(-[c:23]2[cH:22][c:21]([Cl:20])[cH:26][c:25]([F:27])[cH:24]2)[cH:3][c:4]([C:15](=[O:16])[O:17][CH2:18][CH3:19])[o:5][c:6]1-[c:7]1[cH:8][c:9]([C:13]#[N:14])[cH:10][cH:11][cH:12]1. Starting materials: CC=1N=C(SC1C=O)C1=CC=CC=C1 (4-methyl-2-phenyl-thiazole-5-carbaldehyde), C(CC(=O)O)(=O)O (malonic acid), N1CCCCC1 (piperidine). Run in N1=CC=CC=C1 (pyridine). Conditions: temperature 100 celsius, time 6 hour. Yields the product CC=1N=C(SC1C=CC(=O)O)C1=CC=CC=C1 (3-(4-Methyl-2-phenyl-thiazol-5-yl)-acrylic Acid). As a reaction SMILES: [CH3:1][C:2]1[N:3]=[C:4]([C:9]2[CH:14]=[CH:13][CH:12]=[CH:11][CH:10]=2)[S:5][C:6]=1[CH:7]=O.C(O)(=O)[CH2:16][C:17]([OH:19])=[O:18].N1CCCCC1>N1C=CC=CC=1>[CH3:1][C:2]1[N:3]=[C:4]([C:9]2[CH:14]=[CH:13][CH:12]=[CH:11][CH:10]=2)[S:5][C:6]=1[CH:7]=[CH:16][C:17]([OH:19])=[O:18]. Procedure details: A mixture of 300 mg (1.47 mmol) of 4-methyl-2-phenyl-thiazole-5-carbaldehyde, 169 mg (1.62 mmol) of malonic acid and 880 mg (10.33 mmol) of piperidine in 10 ml of pyridine was stirred at 90° C. for 5 h and at 100° C. for 6 h. After concentration, the residue was treated with a sodium hydrogencarbonate solution and ethyl acetate. The aqueous phase was separated and acidified. The precipitated product was filtered off with suction and dried. Yield: 260 mg. The reactants are CN([C@@H](C(=O)N1CCC2=CC(=C(C=C12)[N+](=O)[O-])OC)C)C ((2R)-N,N-dimethyl-1-[5-(methyloxy)-6-nitro-2,3-dihydro-1H-indol-1-yl]-1-oxo-2-propanamine). The reagents and catalysts are [Pd] (Pd/C). Solvent: C(C)(=O)OCC (ethyl acetate). The product is CN([C@@H](C(=O)N1CCC2=CC(=C(C=C12)N)OC)C)C (1-[(2R)-2-(dimethylamino)propanoyl]-5-(methyloxy)-2,3-dihydro-1H-indol-6-amine). Yield: 70.9%. RXN SMILES: [CH3:1][N:2]([CH3:21])[C@H:3]([CH3:20])[C:4]([N:6]1[C:14]2[C:9](=[CH:10][C:11]([O:18][CH3:19])=[C:12]([N+:15]([O-])=O)[CH:13]=2)[CH2:8][CH2:7]1)=[O:5]>C(OCC)(=O)C.[Pd]>[CH3:1][N:2]([CH3:21])[C@H:3]([CH3:20])[C:4]([N:6]1[C:14]2[C:9](=[CH:10][C:11]([O:18][CH3:19])=[C:12]([NH2:15])[CH:13]=2)[CH2:8][CH2:7]1)=[O:5]. Reported procedure: To a solution of (2R)-N,N-dimethyl-1-[5-(methyloxy)-6-nitro-2,3-dihydro-1H-indol-1-yl]-1-oxo-2-propanamine (2.2 g, 7.50 mmol) in ethyl acetate (250 mL) was added Pd/C (0.798 g, 0.750 mmol) and the reaction maintained under 50 psi of H2(g) overnight on the Fisher-Porter. The crude material was filtered through a celite pad, washed with ethyl acetate, concentrated on the rotovap, and placed under high vacuum overnight to afford 1-[(2R)-2-(dimethylamino)propanoyl]-5-(methyloxy)-2,3-dihydro-1H-indol... Starting materials: CC(=O)O[BH-](OC(C)=O)OC(C)=O, O=Cc1ccccc1, c1cc2[nH]ncc2cc1NC1CC2CCC(C1)N2, ClCCl, [Na+]. Yields the product c1ccc(CN2C3CCC2CC(Nc2ccc4[nH]ncc4c2)C3)cc1. RXN SMILES: [C:9]([O:10][BH-:11]([O:12][C:13](=[O:14])[CH3:15])[O:16][C:17](=[O:18])[CH3:19])(=[O:20])[CH3:21].[CH:1](=[O:2])[c:3]1[cH:4][cH:5][cH:6][cH:7][cH:8]1.[CH:23]12[CH2:24][CH:25]([NH:31][c:32]3[cH:33][c:34]4[cH:35][n:36][nH:37][c:38]4[cH:39][cH:40]3)[CH2:26][CH:27]([CH2:28][CH2:29]1)[NH:30]2.[Cl:41][CH2:42][Cl:43].[Na+:22]>>[CH2:1]([c:3]1[cH:4][cH:5][cH:6][cH:7][cH:8]1)[N:30]1[CH:23]2[CH2:24][CH:25]([NH:31][c:32]3[cH:33][c:34]4[cH:35][n:36][nH:37][c:38]4[cH:39][cH:40]3)[CH2:26][CH:27]1[CH2:28][CH2:29]2.